From a dataset of the Open Reaction Database (ORD), a public repository of structured organic reaction records. describe an organic reaction: reactants, conditions, products, and yield Starting materials: C(=O)(O)CN1C(C(=NC=C1C)NN)=O (1-Carboxymethyl-3-hydrazino-6-methylpyrazinone), C(=O)(O)[O-].[Na+] (NaHCO3), C(C1=CC=CC=C1)OC(=O)Cl (benzylchloroformate). Run in O (water), O1CCOCC1 (dioxane), O (water). Run at time 4 hour. The product is C(C1=CC=CC=C1)OC(=O)NNC=1C(N(C(=CN1)C)CC(=O)O)=O (3-(2-Benzyloxycarbonylhydrazino)-1-carboxymethyl-6-methylpyrazinone). Isolated yield 88.5%. As a reaction SMILES: [C:1]([CH2:4][N:5]1[C:10]([CH3:11])=[CH:9][N:8]=[C:7]([NH:12][NH2:13])[C:6]1=[O:14])([OH:3])=[O:2].C([O-])(O)=O.[Na+].[CH2:20]([O:27][C:28](Cl)=[O:29])[C:21]1[CH:26]=[CH:25][CH:24]=[CH:23][CH:22]=1>O.O1CCOCC1>[CH2:20]([O:27][C:28]([NH:13][NH:12][C:7]1[C:6](=[O:14])[N:5]([CH2:4][C:1]([OH:3])=[O:2])[C:10]([CH3:11])=[CH:9][N:8]=1)=[O:29])[C:21]1[CH:26]=[CH:25][CH:24]=[CH:23][CH:22]=1 |f:1.2|. Procedure details: To a solution of the compound of Example 5 (Step G) (5.0 g, 0.025 mol) and NaHCO3 (9.4 g, 0.112 mol) in water (180 mL), was added drop-wise a solution of benzylchloroformate (6.0 mL, 0.042 mol) in dioxane (300 mL). The resulting mixture was stirred at room temperature for 4 hours, diluted with water (200 mL), and washed with ether (200 mL). The aqueous phase was acidified with aqueous 2M KHSO4 and extracted with EtOAc (3×300 mL). The combined organic phases were washed with brine (400 mL), dried... Reactants: C=CC(=O)OC, CC(C)=O, Cl, [Cu]I, O=N[O-], Nc1ccc(CCO)cc1, [Na+], O. The product is COC(=O)C(Cl)Cc1ccc(CCO)cc1. Reaction SMILES: [C:16]([CH:17]=[CH2:18])(=[O:19])[O:20][CH3:21].[CH3:22][C:23](=[O:24])[CH3:25].[ClH:11].[Cu:27][I:28].[N:12]([O-:13])=[O:14].[NH2:1][c:2]1[cH:3][cH:4][c:5]([CH2:8][CH2:9][OH:10])[cH:6][cH:7]1.[Na+:15].[OH2:26]>>[c:2]1([CH2:18][CH:17]([Cl:11])[C:16](=[O:19])[O:20][CH3:21])[cH:3][cH:4][c:5]([CH2:8][CH2:9][OH:10])[cH:6][cH:7]1. Reactants: CN(C)S(=O)(=O)n1nc(C(F)(F)F)cc1Br, [Na+], [OH-], O, O=C(O)C(F)(F)F. The product is FC(F)(F)c1cc(Br)[nH]n1. Reaction SMILES: [Br:1][c:2]1[cH:3][c:4]([C:13]([F:14])([F:15])[F:16])[n:5][n:6]1[S:7]([N:8]([CH3:9])[CH3:10])(=[O:11])=[O:12].[Na+:26].[OH-:25].[OH2:24].[OH:17][C:18]([C:19]([F:20])([F:21])[F:22])=[O:23]>>[Br:1][c:2]1[cH:3][c:4]([C:13]([F:14])([F:15])[F:16])[n:5][nH:6]1. Reactants: Cc1ccc(C(=O)N(CCCNC(=O)OC(C)(C)C)C(c2nc3snc(C)c3c(=O)n2Cc2ccccc2)C(C)C)cc1, C1COCCO1, Cl. Yields the product Cl, Cc1ccc(C(=O)N(CCCN)C(c2nc3snc(C)c3c(=O)n2Cc2ccccc2)C(C)C)cc1. Reaction SMILES: [C:1]([O:2][C:3](=[O:4])[NH:7][CH2:8][CH2:9][CH2:10][N:11]([C:12]([c:13]1[cH:14][cH:15][c:16]([CH3:19])[cH:17][cH:18]1)=[O:20])[CH:21]([CH:22]([CH3:23])[CH3:24])[c:25]1[n:26]([CH2:36][c:37]2[cH:38][cH:39][cH:40][cH:41][cH:42]2)[c:27](=[O:35])[c:28]2[c:29]([n:30]1)[s:31][n:32][c:33]2[CH3:34])([CH3:5])([CH3:6])[CH3:43].[CH2:45]1[O:46][CH2:47][CH2:48][O:49][CH2:50]1.[ClH:44]>>[ClH:44].[NH2:7][CH2:8][CH2:9][CH2:10][N:11]([C:12]([c:13]1[cH:14][cH:15][c:16]([CH3:19])[cH:17][cH:18]1)=[O:20])[CH:21]([CH:22]([CH3:23])[CH3:24])[c:25]1[n:26]([CH2:36][c:37]2[cH:38][cH:39][cH:40][cH:41][cH:42]2)[c:27](=[O:35])[c:28]2[c:29]([n:30]1)[s:31][n:32][c:33]2[CH3:34]. Reactants: BrC1=CC=C(C=C1)C=1C=CC=2N(C3=CC=CC=C3C2C1)C1=CC=CC=C1 (3-(4-bromophenyl)-9-phenyl-9H-carbazole), C(C)(=O)OCC (ethyl acetate). The solvent is CCCCCC (hexane). Yields the product C1(=CC=CC2=CC=CC=C12)C1=CC=C(C=C1)C=1C=CC=2N(C3=CC=CC=C3C2C1)C1=CC=CC=C1 (3-[4-(1-naphthyl)-phenyl]-9-phenyl-9H-carbazole). As a reaction SMILES: Br[C:2]1[CH:7]=[CH:6][C:5]([C:8]2[CH:9]=[CH:10][C:11]3[N:12]([C:21]4[CH:26]=[CH:25][CH:24]=[CH:23][CH:22]=4)[C:13]4[C:18]([C:19]=3[CH:20]=2)=[CH:17][CH:16]=[CH:15][CH:14]=4)=[CH:4][CH:3]=1.C(O[CH2:31][CH3:32])(=O)C>CCCCCC>[C:7]1([C:2]2[CH:7]=[CH:6][C:5]([C:8]3[CH:9]=[CH:10][C:11]4[N:12]([C:21]5[CH:26]=[CH:25][CH:24]=[CH:23][CH:22]=5)[C:13]5[C:18]([C:19]=4[CH:20]=3)=[CH:17][CH:16]=[CH:15][CH:14]=5)=[CH:4][CH:3]=2)[C:31]2[C:32](=[CH:6][CH:5]=[CH:8][CH:20]=2)[CH:4]=[CH:3][CH:2]=1. Procedure details: The Rf values of the objective substance and 3-(4-bromophenyl)-9-phenyl-9H-carbazole were respectively 0.57 and 0.65, which were obtained by silica gel thin layer chromatography (TLC) (with a developing solvent containing ethyl acetate and hexane in a 1:10 ratio). Starting materials: ClC=1C(=C(C=C2C(C(=CN(C12)C1=C(C(=C(C=C1F)F)[N+](=O)[O-])F)C(=O)O)=O)F)F (8-chloro-6,7-difluoro-1-(2,4,6-trifluoro-3-nitrophenyl)-1,4-dihydro-4-oxoquinoline-3-carboxylic acid), S(=O)(Cl)Cl (thionyl chloride), C(C)O (ethanol). Reaction SMILES: [Cl:1][C:2]1[C:3]([F:29])=[C:4]([F:28])[CH:5]=[C:6]2[C:11]=1[N:10]([C:12]1[C:17]([F:18])=[CH:16][C:15]([F:19])=[C:14]([N+:20]([O-:22])=[O:21])[C:13]=1[F:23])[CH:9]=[C:8]([C:24]([OH:26])=[O:25])[C:7]2=[O:27].S(Cl)(Cl)=O.[CH2:34](O)[CH3:35]>>[Cl:1][C:2]1[C:3]([F:29])=[C:4]([F:28])[CH:5]=[C:6]2[C:11]=1[N:10]([C:12]1[C:17]([F:18])=[CH:16][C:15]([F:19])=[C:14]([N+:20]([O-:22])=[O:21])[C:13]=1[F:23])[CH:9]=[C:8]([C:24]([O:26][CH2:34][CH3:35])=[O:25])[C:7]2=[O:27]. Run at temperature 80 celsius, time 8 hour. Reported procedure: To 830 mg of 8-chloro-6,7-difluoro-1-(2,4,6-trifluoro-3-nitrophenyl)-1,4-dihydro-4-oxoquinoline-3-carboxylic acid was added 2 ml of thionyl chloride. The solution was stirred at 80° C. overnight. With ice cooling, 4 ml of ethanol was slowly added dropwise to the reaction solution. The reaction solution was distilled of the solvent whereupon the precipitated solid was collected by filtration to give 310 mg of the title compound. Yields the product ClC=1C(=C(C=C2C(C(=CN(C12)C1=C(C(=C(C=C1F)F)[N+](=O)[O-])F)C(=O)OCC)=O)F)F (Ethyl 8-chloro-6,7-difluoro-1-(2,4,6-trifluoro-3-nitrophenyl)-1,4-dihydro-4-oxoquinoline-3-carboxylate). Reactants: O (water), [H-].[Na+] (sodium hydride), ClC1=NC=CC=C1C(C1=CC=C(C=C1)Cl)=O (2-chloro-3-(4-chlorobenzoyl)pyridine), O=C1NCCCC1 (2-oxopiperidine). The solvent is C1(=CC=CC=C1)C (toluene). Run at time 5 hour. The product is O=C1N(CCCC1)C1=NC=CC=C1C(C1=CC=C(C=C1)Cl)=O (2-(2-oxopiperidino)-3-(4-chlorobenzoyl)pyridine). RXN SMILES: [H-].[Na+].[O:3]=[C:4]1[CH2:9][CH2:8][CH2:7][CH2:6][NH:5]1.Cl[C:11]1[C:16]([C:17](=[O:25])[C:18]2[CH:23]=[CH:22][C:21]([Cl:24])=[CH:20][CH:19]=2)=[CH:15][CH:14]=[CH:13][N:12]=1.O>C1(C)C=CC=CC=1>[O:3]=[C:4]1[CH2:9][CH2:8][CH2:7][CH2:6][N:5]1[C:11]1[C:16]([C:17](=[O:25])[C:18]2[CH:23]=[CH:22][C:21]([Cl:24])=[CH:20][CH:19]=2)=[CH:15][CH:14]=[CH:13][N:12]=1 |f:0.1|. Procedure details: To a suspension of 1.1 g of 60% sodium hydride in 10 ml of toluene is added 5 g of 2-oxopiperidine, followed by addition of 6.4 g of 2-chloro-3-(4-chlorobenzoyl)pyridine. The mixture is stirred at 90°-100° C. for 5 hours. After water is poured into the reaction mixture, the solvent of the toluene layer is distilled off. The residue is recrystallized from methanol to give 2-(2-oxopiperidino)-3-(4-chlorobenzoyl)pyridine, m.p. 154°-156° C.